Task: describe an organic reaction: reactants, conditions, products, and yield. Dataset: the Open Reaction Database (ORD), a public repository of structured organic reaction records Reactants: C(OCC)(OCC)=O (diethyl carbonate), CC(=CCCC(C)=O)CCC=C(C)C (6,10-dimethyl- 2-oxo-5,9-undecadiene), [H-].[Na+] (sodium hydride), oil, Cl (hydrochloric acid). The solvent is C1=CC=CC=C1 (benzene). Yields the product CC(=CCCC(CC(=O)OCC)=O)CCC=C(C)C (ethyl 7,11-dimethyl- 3-oxo-6,10-dodecadienoate). Isolated yield 37.0%. Reaction SMILES: [C:1](=[O:8])([O:5][CH2:6][CH3:7])OCC.[CH3:9][C:10]([CH2:17][CH2:18][CH:19]=[C:20]([CH3:22])[CH3:21])=[CH:11][CH2:12][CH2:13][C:14](=[O:16])[CH3:15].[H-].[Na+].Cl>C1C=CC=CC=1>[CH3:9][C:10]([CH2:17][CH2:18][CH:19]=[C:20]([CH3:22])[CH3:21])=[CH:11][CH2:12][CH2:13][C:14](=[O:16])[CH2:15][C:1]([O:5][CH2:6][CH3:7])=[O:8] |f:2.3|. Procedure details: 9.45 g of diethyl carbonate and 7.8 g of 6,10-dimethyl- 2-oxo-5,9-undecadiene were added to a suspension of 3.84g of sodium hydride in a 50% oil suspension in 40 ml of benzene and the mixture was refluxed for 21/2 hours and then cooled. The mixture was poured into dilute hydrochloric acid and was then extracted with ethyl acetate. The organic phase was washed with water, dried over sodium sulfate and evaporated to dryness. The residue was chromatographed over silica and was eluted with benzene t... The reactants are CC(C)(C)O, COc1ncc(C=O)c(OC)n1, [O-][Cl+][O-], [Na+], [Na+], O, O, O=P([O-])(O)O. The product is COc1ncc(C(=O)O)c(OC)n1. RXN SMILES: [C:25]([OH:26])([CH3:27])([CH3:28])[CH3:29].[CH3:1][O:2][c:3]1[n:4][cH:5][c:6]([CH:11]=[O:12])[c:7]([O:9][CH3:10])[n:8]1.[Cl+:13]([O-:14])[O-:15].[Na+:16].[Na+:23].[OH2:17].[OH2:24].[P:18]([O-:19])([OH:20])([OH:21])=[O:22]>>[CH3:1][O:2][c:3]1[n:4][cH:5][c:6]([C:11](=[O:12])[OH:14])[c:7]([O:9][CH3:10])[n:8]1.